Dataset: the Open Reaction Database (ORD), a public repository of structured organic reaction records. Task: describe an organic reaction: reactants, conditions, products, and yield Reactants: N[C@H]1COC2=C(N(C1=O)CC(=O)OC(C)(C)C)C=CC=C2 (tert-butyl 3(S)-amino-4-oxo-2,3,4,5-tetrahydro-1,5-benzoxazepine-5-acetate), BrC(C(=O)OCC)CCCCCCCCN1C(C=2C(C1=O)=CC=CC2)=O (ethyl 2-bromo-10-phthalimidodecanoate), C(C)#N (acetonitrile). Run in C(C)N(CC)CC (triethylamine). Reaction conditions: temperature 80 celsius. Product: C(C)OC(=O)[C@@H](CCCCCCCCN1C(C=2C(C1=O)=CC=CC2)=O)N[C@H]2COC1=C(N(C2=O)CC(=O)OC(C)(C)C)C=CC=C1 (tert-butyl 3(S)-[1(R)-ethoxycarbonyl-9-phthalimidononyl]amino-4-oxo-2,3,4,5-tetrahydro-1,5-benzoxazepine-5-acetate). Isolated yield 12.5%. Reaction SMILES: [NH2:1][C@@H:2]1[C:8](=[O:9])[N:7]([CH2:10][C:11]([O:13][C:14]([CH3:17])([CH3:16])[CH3:15])=[O:12])[C:6]2[CH:18]=[CH:19][CH:20]=[CH:21][C:5]=2[O:4][CH2:3]1.Br[CH:23]([CH2:29][CH2:30][CH2:31][CH2:32][CH2:33][CH2:34][CH2:35][CH2:36][N:37]1[C:41](=[O:42])[C:40]2=[CH:43][CH:44]=[CH:45][CH:46]=[C:39]2[C:38]1=[O:47])[C:24]([O:26][CH2:27][CH3:28])=[O:25].C(#N)C>C(N(CC)CC)C>[CH2:27]([O:26][C:24]([C@H:23]([NH:1][C@@H:2]1[C:8](=[O:9])[N:7]([CH2:10][C:11]([O:13][C:14]([CH3:16])([CH3:17])[CH3:15])=[O:12])[C:6]2[CH:18]=[CH:19][CH:20]=[CH:21][C:5]=2[O:4][CH2:3]1)[CH2:29][CH2:30][CH2:31][CH2:32][CH2:33][CH2:34][CH2:35][CH2:36][N:37]1[C:38](=[O:47])[C:39]2=[CH:46][CH:45]=[CH:44][CH:43]=[C:40]2[C:41]1=[O:42])=[O:25])[CH3:28]. Procedure: A mixture of tert-butyl 3(S)-amino-4-oxo-2,3,4,5-tetrahydro-1,5-benzoxazepine-5-acetate (1.65 g), ethyl 2-bromo-10-phthalimidodecanoate (2.4 g), acetonitrile (100 ml) and triethylamine (0.75 g) is heated at 80° C. for 4 days. After evaporation of the solvent, ethyl acetate (200 ml) and water (100 ml) are added to the residue. The ethyl acetate layer is dried over anhydrous magnesium sulfate and evaporated in vacuo. The oily residue is chromatographed on silica gel using hexane-ethyl acetate (2:1... Starting materials: COC(=O)C=1C=C(C=C(C1)N=[N+]=[N-])C1=CC=C(C=C1)C (5-azido-4′-methyl-biphenyl-3-carboxylic acid methyl ester), C(C(C)C)(=O)CC(=O)OCC (ethyl isobutyrylacetate), CC[O-].[Na+] (EtONa). Conditions: temperature 80 celsius. RXN SMILES: [CH3:1][O:2][C:3]([C:5]1[CH:6]=[C:7]([C:14]2[CH:19]=[CH:18][C:17]([CH3:20])=[CH:16][CH:15]=2)[CH:8]=[C:9]([N:11]=[N+:12]=[N-:13])[CH:10]=1)=[O:4].[C:21]([CH2:26][C:27]([O:29][CH2:30][CH3:31])=[O:28])(=O)[CH:22]([CH3:24])[CH3:23].CC[O-].[Na+]>CCO>[CH2:30]([O:29][C:27]([C:26]1[N:13]=[N:12][N:11]([C:9]2[CH:8]=[C:7]([C:14]3[CH:19]=[CH:18][C:17]([CH3:20])=[CH:16][CH:15]=3)[CH:6]=[C:5]([C:3]([O:2][CH3:1])=[O:4])[CH:10]=2)[C:21]=1[CH:22]([CH3:24])[CH3:23])=[O:28])[CH3:31] |f:2.3|. Yields the product C(C)OC(=O)C=1N=NN(C1C(C)C)C=1C=C(C=C(C1)C(=O)OC)C1=CC=C(C=C1)C (5-isopropyl-1-(5-methoxycarbonyl-4′-methyl-biphenyl-3-yl)-1H-[1,2,3]triazole-4-carboxylic acid ethyl ester). Procedure details: To a mixture of 5-azido-4′-methyl-biphenyl-3-carboxylic acid methyl ester (200 mg, 0.75 mmol) and ethyl isobutyrylacetate (119 mg, 0.75 mmol) in EtOH (5 mL) was added EtONa (51 mg, 0.75 mmol) and the mixture was heated to 80° C. for two hours, then cooled to room temperature. EtOH was removed from the reaction mixture to afford 5-isopropyl-1-(5-methoxycarbonyl-4′-methyl-biphenyl-3-yl)-1H-[1,2,3]triazole-4-carboxylic acid ethyl ester as a gel which was used directly in the next step. The solvent is CCO (EtOH). The reactants are CC1(C)OCC(COC(=O)Oc2ccc([N+](=O)[O-])cc2)O1, CCN(C(C)C)C(C)C, ClCCl, Cl, NC1CCN(c2ccc(N3CC(Cn4ccnn4)OC3=O)cc2F)C1, C1CCOC1. RXN SMILES: [C:36]([O:37][CH2:38][CH:39]1[O:40][C:41]([CH3:44])([CH3:45])[O:42][CH2:43]1)([O:46][c:48]1[cH:49][cH:50][c:51]([N+:52]([O-:53])=[O:54])[cH:55][cH:56]1)=[O:47].[CH:27]([N:28]([CH:29]([CH3:30])[CH3:31])[CH2:32][CH3:33])([CH3:34])[CH3:35].[Cl:62][CH2:63][Cl:64].[ClH:1].[NH2:2][CH:3]1[CH2:4][N:5]([c:8]2[c:9]([F:26])[cH:10][c:11]([N:14]3[C:15](=[O:25])[O:16][CH:17]([CH2:19][n:20]4[n:21][n:22][cH:23][cH:24]4)[CH2:18]3)[cH:12][cH:13]2)[CH2:6][CH2:7]1.[O:57]1[CH2:58][CH2:59][CH2:60][CH2:61]1>>[NH:2]([CH:3]1[CH2:4][N:5]([c:8]2[c:9]([F:26])[cH:10][c:11]([N:14]3[C:15](=[O:25])[O:16][CH:17]([CH2:19][n:20]4[n:21][n:22][cH:23][cH:24]4)[CH2:18]3)[cH:12][cH:13]2)[CH2:6][CH2:7]1)[C:36]([O:37][CH2:38][CH:39]1[O:40][C:41]([CH3:44])([CH3:45])[O:42][CH2:43]1)=[O:46]. Yields the product CC1(C)OCC(COC(=O)NC2CCN(c3ccc(N4CC(Cn5ccnn5)OC4=O)cc3F)C2)O1. Starting materials: O=C([O-])[O-], CC(C)(O)c1ccc(B2OC(C)(C)C(C)(C)O2)cn1, CC(C)Nc1nc(Cl)cc2ncn(C)c(=O)c12, [Na+], [Na+], C1COCCO1, O, c1ccc(P(c2ccccc2)(c2ccccc2)[Pd](P(c2ccccc2)(c2ccccc2)c2ccccc2)(P(c2ccccc2)(c2ccccc2)c2ccccc2)P(c2ccccc2)(c2ccccc2)c2ccccc2)cc1. Yields the product CC(C)Nc1nc(-c2ccc(C(C)(C)O)nc2)cc2ncn(C)c(=O)c12. As a reaction SMILES: [C:37](=[O:38])([O-:39])[O-:40].[CH3:18][C:19]1([CH3:20])[C:21]([CH3:22])([CH3:23])[O:24][B:25]([c:26]2[cH:27][cH:28][c:29]([C:32]([CH3:33])([CH3:34])[OH:35])[n:30][cH:31]2)[O:36]1.[Cl:1][c:2]1[cH:3][c:4]2[n:5][cH:6][n:7]([CH3:17])[c:8](=[O:16])[c:9]2[c:10]([NH:12][CH:13]([CH3:14])[CH3:15])[n:11]1.[Na+:41].[Na+:42].[O:43]1[CH2:44][CH2:45][O:46][CH2:47][CH2:48]1.[OH2:126].[cH:49]1[cH:50][cH:51][c:52]([P:53]([Pd:54]([P:55]([c:56]2[cH:57][cH:58][cH:59][cH:60][cH:61]2)([c:62]2[cH:63][cH:64][cH:65][cH:66][cH:67]2)[c:68]2[cH:69][cH:70][cH:71][cH:72][cH:73]2)([P:74]([c:75]2[cH:76][cH:77][cH:78][cH:79][cH:80]2)([c:81]2[cH:82][cH:83][cH:84][cH:85][cH:86]2)[c:87]2[cH:88][cH:89][cH:90][cH:91][cH:92]2)[P:93]([c:94]2[cH:95][cH:96][cH:97][cH:98][cH:99]2)([c:100]2[cH:101][cH:102][cH:103][cH:104][cH:105]2)[c:106]2[cH:107][cH:108][cH:109][cH:110][cH:111]2)([c:112]2[cH:113][cH:114][cH:115][cH:116][cH:117]2)[c:118]2[cH:119][cH:120][cH:121][cH:122][cH:123]2)[cH:124][cH:125]1>>[c:2]1(-[c:26]2[cH:27][cH:28][c:29]([C:32]([CH3:33])([CH3:34])[OH:35])[n:30][cH:31]2)[cH:3][c:4]2[n:5][cH:6][n:7]([CH3:17])[c:8](=[O:16])[c:9]2[c:10]([NH:12][CH:13]([CH3:14])[CH3:15])[n:11]1. Conditions: temperature 75 celsius. Starting materials: ClC=1C(N(C(=NC1OCC=1N=C(SC1)C)C)C1=C(C=CC(=C1)C(C#C)=O)C)=O (5-chloro-2-methyl-3-(2-methyl-5-propynoyl-phenyl)-6-(2-methyl-thiazol-4-ylmethoxy)-3H-pyrimidin-4-one), Cl.OC(C(=N)N)(C)C (2-hydroxy-2-methylpropionamidine HCl), C([O-])([O-])=O.[K+].[K+] (potassium carbonate). Procedure details: To a solution of 5-chloro-2-methyl-3-(2-methyl-5-propynoyl-phenyl)-6-(2-methyl-thiazol-4-ylmethoxy)-3H-pyrimidin-4-one from Step C (87 mg, 0.21 mmol) in acetonitrile (2 mL) was added 2-hydroxy-2-methylpropionamidine HCl (44 mg, 0.32 mmol) and potassium carbonate (87 mg, 0.63 mmol) and the slurry was heated at 75° C. for two hours and at ambient temperature for eighteen hours. The reaction was filtered to remove excess salts. The filtrate was concentrated and purified via normal phase chromatogra... Reaction SMILES: [Cl:1][C:2]1[C:3](=[O:28])[N:4]([C:17]2[CH:22]=[C:21]([C:23](=O)[C:24]#[CH:25])[CH:20]=[CH:19][C:18]=2[CH3:27])[C:5]([CH3:16])=[N:6][C:7]=1[O:8][CH2:9][C:10]1[N:11]=[C:12]([CH3:15])[S:13][CH:14]=1.Cl.[OH:30][C:31]([CH3:36])([CH3:35])[C:32]([NH2:34])=[NH:33].C(=O)([O-])[O-].[K+].[K+]>C(#N)C>[Cl:1][C:2]1[C:3](=[O:28])[N:4]([C:17]2[CH:22]=[C:21]([C:23]3[CH:24]=[CH:25][N:34]=[C:32]([C:31]([OH:30])([CH3:36])[CH3:35])[N:33]=3)[CH:20]=[CH:19][C:18]=2[CH3:27])[C:5]([CH3:16])=[N:6][C:7]=1[O:8][CH2:9][C:10]1[N:11]=[C:12]([CH3:15])[S:13][CH:14]=1 |f:1.2,3.4.5|. Isolated yield 11.5%. The product is ClC=1C(N(C(=NC1OCC=1N=C(SC1)C)C)C1=C(C=CC(=C1)C1=NC(=NC=C1)C(C)(C)O)C)=O (5-chloro-3-(5-(2-(2-hydroxypropan-2-yl)pyrimidin-4-yl)-2-methylphenyl)-2-methyl-6-((2-methylthiazol-4-yl)methoxy)pyrimidin-4(3H)-one). Run in C(C)#N (acetonitrile).